From a dataset of the Open Reaction Database (ORD), a public repository of structured organic reaction records. describe an organic reaction: reactants, conditions, products, and yield Reactants: CC(=O)O, OO, Clc1cnc(Sc2ccccc2)nc1. Product: O=S(c1ccccc1)c1ncc(Cl)cn1. Reaction SMILES: [CH3:17][C:18](=[O:19])[OH:20].[OH:1][OH:2].[c:3]1([S:9][c:10]2[n:11][cH:12][c:13]([Cl:16])[cH:14][n:15]2)[cH:4][cH:5][cH:6][cH:7][cH:8]1>>[O:1]=[S:9]([c:3]1[cH:4][cH:5][cH:6][cH:7][cH:8]1)[c:10]1[n:11][cH:12][c:13]([Cl:16])[cH:14][n:15]1. Yields the product O1C(=CC=C1)CCSCCN1C(C2=CC=CC=C2C1=O)=O (2-[[2-(2-Furanyl)ethyl]thio]ethyl-1H-isoindole-1,3(2H)dione). Run in CN(C=O)C (dimethylformamide), CN(C=O)C (dimethylformamide). Reactants: [H-].[Na+] (Sodium hydride), C1(C=2C(C(N1CCS)=O)=CC=CC2)=O (2-phthalimido-ethanethiol), ice water, C(C)N1C(C2=CC=CC=C2C1=O)=O (ethyl-1H-isoindole-1,3(2H)-dione), O1C(=CC=C1)CCO (2-furanethanol), CC1=CC=C(C=C1)S(=O)(=O)[O-] (4-methylbenzenesulphonate). Procedure details: 80% Sodium hydride (0.155 g) was added portionwise to a solution of 2-phthalimido-ethanethiol (1.03 g) in dry dimethylformamide at 0°. After 20 mins a solution of 2-furanethanol, 4-methylbenzenesulphonate (1.33 g) in dry dimethylformamide was added dropwise and the solution stirred overnight at room temperature. The mixture was poured into ice-water and 2-[[2-furanyl)ethyl]thio]ethyl-1H-isoindole-1,3(2H)-dione isolated as a white solid (1.3 g) m.p. 53°-55°. Run at time 8 hour. RXN SMILES: [H-].[Na+].[C:3]1(=[O:16])[N:7]([CH2:8][CH2:9][SH:10])[C:6](=[O:11])[C:5]2=[CH:12][CH:13]=[CH:14][CH:15]=[C:4]12.[O:17]1[CH:21]=[CH:20][CH:19]=[C:18]1[CH2:22][CH2:23]O.CC1C=CC(S([O-])(=O)=O)=CC=1.C(N1C(=O)C2C(=CC=CC=2)C1=O)C>CN(C)C=O>[O:17]1[CH:21]=[CH:20][CH:19]=[C:18]1[CH2:22][CH2:23][S:10][CH2:9][CH2:8][N:7]1[C:6](=[O:11])[C:5]2[C:4](=[CH:15][CH:14]=[CH:13][CH:12]=2)[C:3]1=[O:16] |f:0.1|. Starting materials: C(C1=CC=CC=C1)C=1C(=NC2=CC=C(C=C2C1Cl)C(O)(C=1C=NC(=CC1)C(F)(F)F)C1=CN=CN1C)Cl.C(=O)(C(F)(F)F)O ((3-Benzyl-2,4-dichloroquinolin-6-yl)(1-methyl-1H-imidazol-5-yl)(6-(trifluoromethyl)pyridin-3-yl)methanol•TFA), C[O-].[Na+] (NaOMe), CO (MeOH), C[O-].[Na+] (NaOMe), CO (MeOH). Run at temperature 53 celsius, time 5 hour. Product: C(C1=CC=CC=C1)C=1C(=NC2=CC=C(C=C2C1Cl)C(O)(C=1C=NC(=CC1)C(F)(F)F)C1=CN=CN1C)OC.C(=O)(C(F)(F)F)O ((3-Benzyl-4-chloro-2-methoxyquinolin-6-yl)(1-methyl-1H-imidazol-5-yl)(6-(trifluoromethyl)pyridin-3-yl)methanol•TFA). RXN SMILES: [CH2:1]([C:8]1[C:9](Cl)=[N:10][C:11]2[C:16]([C:17]=1[Cl:18])=[CH:15][C:14]([C:19]([C:31]1[N:35]([CH3:36])[CH:34]=[N:33][CH:32]=1)([C:21]1[CH:22]=[N:23][C:24]([C:27]([F:30])([F:29])[F:28])=[CH:25][CH:26]=1)[OH:20])=[CH:13][CH:12]=2)[C:2]1[CH:7]=[CH:6][CH:5]=[CH:4][CH:3]=1.[C:38]([OH:44])([C:40]([F:43])([F:42])[F:41])=[O:39].C[O-].[Na+].CO>>[CH2:1]([C:8]1[C:9]([O:39][CH3:38])=[N:10][C:11]2[C:16]([C:17]=1[Cl:18])=[CH:15][C:14]([C:19]([C:31]1[N:35]([CH3:36])[CH:34]=[N:33][CH:32]=1)([C:21]1[CH:22]=[N:23][C:24]([C:27]([F:30])([F:29])[F:28])=[CH:25][CH:26]=1)[OH:20])=[CH:13][CH:12]=2)[C:2]1[CH:7]=[CH:6][CH:5]=[CH:4][CH:3]=1.[C:38]([OH:44])([C:40]([F:43])([F:42])[F:41])=[O:39] |f:0.1,2.3,5.6|. Procedure: A mixture of (3-benzyl-2,4-dichloroquinolin-6-yl)(1-methyl-1H-imidazol-5-yl)(6-(trifluoromethyl)pyridin-3-yl)methanol (1.10 g, 2.02 mmol, Example 109) and 0.5 M NaOMe in MeOH (13 mL, 6.5 mmol) in a sealed tube was heated at 53° C. for 1 hour. More 0.5 M NaOMe in MeOH (6.5 mL, 3.3 mmol) was added, and the mixture was stirred at the same temperature for another 5 hours. The solvent was evaporated in vacuo, and the residue was diluted with DMF and filtered through a syringe filter. The filtrate was... Reactants: C(C)(C)(C)OC(=O)N1[C@@H](CCCC1)CN ((S)-2-Aminomethyl-piperidine-1-carboxylic acid tert-butyl ester), ClN1CC=NC2=CC=CC=C12 (4-chloroquinoxaline), C(C)(C)N(CC)C(C)C (diisopropylethylamine). Solvent: O1CCCC1 (tetrahydrofuran). Yields the product C(C)(C)(C)OC(=O)N1C(CCCC1)CNC1=NC=NC2=CC=CC=C12 (2-(Quinazolin-4-ylaminomethyl)-piperidine-1-carboxylic acid tert butyl ester), foam. RXN SMILES: [C:1]([O:5][C:6]([N:8]1[CH2:13][CH2:12][CH2:11][CH2:10][C@H:9]1[CH2:14][NH2:15])=[O:7])([CH3:4])([CH3:3])[CH3:2].ClN1[C:26]2[C:21](=[CH:22][CH:23]=[CH:24][CH:25]=2)[N:20]=[CH:19]C1.[CH:27]([N:30](C(C)C)CC)(C)C>O1CCCC1>[C:1]([O:5][C:6]([N:8]1[CH2:13][CH2:12][CH2:11][CH2:10][CH:9]1[CH2:14][NH:15][C:27]1[C:26]2[C:21](=[CH:22][CH:23]=[CH:24][CH:25]=2)[N:20]=[CH:19][N:30]=1)=[O:7])([CH3:4])([CH3:3])[CH3:2]. Procedure: (S)-2-Aminomethyl-piperidine-1-carboxylic acid tert-butyl ester (1.0 g), 4-chloroquinoxaline (0.768 g) and diisopropylethylamine (0.816 ml) were dissolved in tetrahydrofuran (75 ml) and heated to reflux for 6 hours under an atmosphere of argon. After cooling, the reaction solution was partitioned between ethyl acetate and water. The organic layer was washed with saturated sodium hydrogen carbonate solution, saturated brine, dried and evaporated. The residue was chromatographed over silica gel, e... Procedure: The procedure is performed as in Example 21, but starting with 0.7 g of 10-(2-pyridylmethylene)-5H,10H-imidazo[1,2-a]indeno[1,2-e]pyrazin-4-one, 200 ml of dimethylformamide, 5 ml of acetic acid and 70 mg of 10% palladium on charcoal. The crude product (1.1 g) is purified by trituration in a mixture of 10 ml of dichloromethane and 40 ml of ethyl ether, followed by crystallization in 25 ml of dimethylformamide and 40 ml of water. 0.35 g of 10-(2-pyridylmethyl)-5H,10H-imidazo[1,2-a]indeno[1,2-e]pyr... The solvent is C(C)(=O)O (acetic acid). The yield is 49.7%. Yields the product N1=C(C=CC=C1)CC1C=2C=CC=CC2C=2NC(C=3N(C21)C=CN3)=O (10-(2-pyridylmethyl)-5H,10H-imidazo[1,2-a]indeno[1,2-e]pyrazin-4-one). The reagents and catalysts are [Pd] (palladium on charcoal). Reactants: N1=C(C=CC=C1)C=C1C=2C=CC=CC2C=2NC(C=3N(C21)C=CN3)=O (10-(2-pyridylmethylene)-5H,10H-imidazo[1,2-a]indeno[1,2-e]pyrazin-4-one), CN(C=O)C (dimethylformamide). RXN SMILES: [N:1]1[CH:6]=[CH:5][CH:4]=[CH:3][C:2]=1[CH:7]=[C:8]1[C:20]2[N:19]3[CH:21]=[CH:22][N:23]=[C:18]3[C:17](=[O:24])[NH:16][C:15]=2[C:14]2[CH:13]=[CH:12][CH:11]=[CH:10][C:9]1=2.CN(C)C=O>[Pd].C(O)(=O)C>[N:1]1[CH:6]=[CH:5][CH:4]=[CH:3][C:2]=1[CH2:7][CH:8]1[C:20]2[N:19]3[CH:21]=[CH:22][N:23]=[C:18]3[C:17](=[O:24])[NH:16][C:15]=2[C:14]2[CH:13]=[CH:12][CH:11]=[CH:10][C:9]1=2.